Dataset: the Open Reaction Database (ORD), a public repository of structured organic reaction records. Task: describe an organic reaction: reactants, conditions, products, and yield The reactants are [C-]#N, CCCCC(Nc1ccc2[nH]ncc2c1)C(=O)OCC, CO, [K+], N. Yields the product CCCCC(Nc1ccc2[nH]ncc2c1)C(N)=O. As a reaction SMILES: [C-:21]#[N:22].[CH2:1]([O:2][C:4]([CH:5]([CH2:6][CH2:7][CH2:8][CH3:9])[NH:10][c:11]1[cH:12][c:13]2[cH:14][n:15][nH:16][c:17]2[cH:18][cH:19]1)=[O:20])[CH3:3].[CH3:25][OH:26].[K+:23].[NH3:24]>>[C:4]([CH:5]([CH2:6][CH2:7][CH2:8][CH3:9])[NH:10][c:11]1[cH:12][c:13]2[cH:14][n:15][nH:16][c:17]2[cH:18][cH:19]1)(=[O:20])[NH2:22].